Dataset: the Open Reaction Database (ORD), a public repository of structured organic reaction records. Task: describe an organic reaction: reactants, conditions, products, and yield Starting materials: N1CCCC1 (pyrrolidine), [N+](=O)([O-])C1=CC=C(O1)C1=NN(C=C1C(=O)Cl)C1=CC=CC=C1 (3-(5-nitro-2-furyl)-1-phenylpyrazole-4-carboxylic acid chloride). Isolated yield 99.0%. Procedure details: Add 1.06 ml. of pyrrolidine in 2 ml of dioxane dropwise to 1.0 g of 3-(5-nitro-2-furyl)-1-phenylpyrazole-4-carboxylic acid chloride in 43 ml of dioxane at 35° C under stirring. Stir the resulting solution for an hour at room temperature and then concentrate it. Wash the resulting precipitate with water to obtain a 99% yield of 1-[3-(5-nitro-2-furyl)-1-phenyl-4-pyrazolylcarbonyl]pyrrolidine [m.p. 236.5° to 237.5° C]. Yields the product [N+](=O)([O-])C1=CC=C(O1)C1=NN(C=C1C(=O)N1CCCC1)C1=CC=CC=C1 (1-[3-(5-nitro-2-furyl)-1-phenyl-4-pyrazolylcarbonyl]pyrrolidine). Reaction SMILES: [NH:1]1[CH2:5][CH2:4][CH2:3][CH2:2]1.[N+:6]([C:9]1[O:13][C:12]([C:14]2[C:18]([C:19](Cl)=[O:20])=[CH:17][N:16]([C:22]3[CH:27]=[CH:26][CH:25]=[CH:24][CH:23]=3)[N:15]=2)=[CH:11][CH:10]=1)([O-:8])=[O:7]>O1CCOCC1>[N+:6]([C:9]1[O:13][C:12]([C:14]2[C:18]([C:19]([N:1]3[CH2:5][CH2:4][CH2:3][CH2:2]3)=[O:20])=[CH:17][N:16]([C:22]3[CH:23]=[CH:24][CH:25]=[CH:26][CH:27]=3)[N:15]=2)=[CH:11][CH:10]=1)([O-:8])=[O:7]. The solvent is O1CCOCC1 (dioxane), O1CCOCC1 (dioxane).